Task: describe an organic reaction: reactants, conditions, products, and yield. Dataset: the Open Reaction Database (ORD), a public repository of structured organic reaction records The reactants are N#CCBr, C1CCOC1, C[Si](C)(C)[N-][Si](C)(C)C, COC(=O)C1CCC(c2ccc(OCc3ccccc3F)cc2)N1C(=O)OC(C)(C)C, [Li+]. Yields the product COC(=O)C1(CC#N)CCC(c2ccc(OCc3ccccc3F)cc2)N1C(=O)OC(C)(C)C. Reaction SMILES: [Br:42][CH2:43][C:44]#[N:45].[CH2:46]1[O:47][CH2:48][CH2:49][CH2:50]1.[CH3:33][Si:34]([N-:35][Si:36]([CH3:37])([CH3:38])[CH3:39])([CH3:40])[CH3:41].[F:1][c:2]1[c:3]([CH2:8][O:9][c:10]2[cH:11][cH:12][c:13]([CH:16]3[CH2:17][CH2:18][CH:19]([C:28](=[O:29])[O:30][CH3:31])[N:20]3[C:21](=[O:22])[O:23][C:24]([CH3:25])([CH3:26])[CH3:27])[cH:14][cH:15]2)[cH:4][cH:5][cH:6][cH:7]1.[Li+:32]>>[F:1][c:2]1[c:3]([CH2:8][O:9][c:10]2[cH:11][cH:12][c:13]([CH:16]3[CH2:17][CH2:18][C:19]([C:28](=[O:29])[O:30][CH3:31])([CH2:43][C:44]#[N:45])[N:20]3[C:21](=[O:22])[O:23][C:24]([CH3:25])([CH3:26])[CH3:27])[cH:14][cH:15]2)[cH:4][cH:5][cH:6][cH:7]1. The reactants are ClC=1C(=C(C(=O)Cl)C=CC1F)F (3-Chloro-2,4-difluorobenzoylchloride), C(C)NCCO (2-(ethylamino)ethanol), acid chloride. Run in C(Cl)Cl (DCM), C(Cl)Cl (DCM), [OH-].[Na+] (sodium hydroxide). Reaction conditions: time 4 hour. The product is ClC=1C(=C(C(=O)N(CCO)CC)C=CC1F)F (3-Chloro-N-ethyl-2,4-difluoro-N-(2-hydroxyethyl)benzamide). The yield is 83.4%. Reaction SMILES: [Cl:1][C:2]1[C:3]([F:12])=[C:4]([CH:8]=[CH:9][C:10]=1[F:11])[C:5](Cl)=[O:6].[CH2:13]([NH:15][CH2:16][CH2:17][OH:18])[CH3:14]>C(Cl)Cl.[OH-].[Na+]>[Cl:1][C:2]1[C:3]([F:12])=[C:4]([CH:8]=[CH:9][C:10]=1[F:11])[C:5]([N:15]([CH2:13][CH3:14])[CH2:16][CH2:17][OH:18])=[O:6] |f:3.4|. Reported procedure: 3-Chloro-2,4-difluorobenzoylchloride (211 mg, 1 mmol) in DCM (1 mL) was added to a stirred solution of 2-(ethylamino)ethanol (98 mg, 1.1 mmol) in a mixture of DCM (1 mL) and 10% sodium hydroxide solution (1 mL) at 0° C. After the addition of the acid chloride was complete, the mixture was warmed to RT and stirred for approximately 4 hours. The two layers were separated and the aqueous layer was extracted with DCM (3×30 mL). The organic layers were combined, dried (MgSO4), filtered and evaporated...